This data is from the Open Reaction Database (ORD), a public repository of structured organic reaction records. The task is: describe an organic reaction: reactants, conditions, products, and yield Reactants: C(C1=CC=CC=C1)(=O)Cl (benzoyl chloride), [N+](=O)([O-])C=1C(=NC=CC1)NCCCO (3-[(3-nitro-2-pyridyl)amino]propanol). Reaction conditions: time 2 hour. Reported procedure: 70 ml of benzoyl chloride are introduced dropwise into a solution of 77.8 g (0.04 mol) of 3-[(3-nitro-2-pyridyl)amino]propanol (M. ISRAEL, N. TIROSH, J. Med. Chem. 1973, 16, 520) in 48.5 ml of pyridine and 800 ml of benzene. The mixture is stirred for 2 h at ambient temperature and the precipitate is filtered. The filtrate is washed with 1N hydrochloric acid and then with water. Drying, filtering and evaporation are carried out. A crystallized product is obtained. Yields the product C(C1=CC=CC=C1)(=O)OCCCNC1=NC=CC=C1[N+](=O)[O-] (3-[(3-Nitro-2-pyridyl)amino]-1-propyl benzoate). The solvent is N1=CC=CC=C1 (pyridine), C1=CC=CC=C1 (benzene). Reaction SMILES: [C:1](Cl)(=[O:8])[C:2]1[CH:7]=[CH:6][CH:5]=[CH:4][CH:3]=1.[N+:10]([C:13]1[C:14]([NH:19][CH2:20][CH2:21][CH2:22][OH:23])=[N:15][CH:16]=[CH:17][CH:18]=1)([O-:12])=[O:11]>N1C=CC=CC=1.C1C=CC=CC=1>[C:1]([O:23][CH2:22][CH2:21][CH2:20][NH:19][C:14]1[C:13]([N+:10]([O-:12])=[O:11])=[CH:18][CH:17]=[CH:16][N:15]=1)(=[O:8])[C:2]1[CH:7]=[CH:6][CH:5]=[CH:4][CH:3]=1. Starting materials: [OH-].[Na+] (sodium hydroxide), C(C1=CC=CC=C1)OC(=O)N[C@@H]1[C@@H](CN(CC1)C=1C=C(C(=O)OC)C=CC1)OC (Methyl cis(±)-3-(4-{[(benzyloxy)carbonyl]amino}-3-methoxypiperidin-1-yl)benzoate), Cl (hydrochloric acid). Run in CO (methanol). Run at temperature 70 celsius, time 1 hour. The product is C(C1=CC=CC=C1)OC(=O)N[C@@H]1[C@@H](CN(CC1)C=1C=C(C(=O)O)C=CC1)OC (cis(±)-3-(4-{[(Benzyloxy)carbonyl]amino}-3-methoxypiperidin-1-yl)benzoic acid). Reaction SMILES: [CH2:1]([O:8][C:9]([NH:11][C@H:12]1[CH2:17][CH2:16][N:15]([C:18]2[CH:19]=[C:20]([CH:25]=[CH:26][CH:27]=2)[C:21]([O:23]C)=[O:22])[CH2:14][C@H:13]1[O:28][CH3:29])=[O:10])[C:2]1[CH:7]=[CH:6][CH:5]=[CH:4][CH:3]=1.[OH-].[Na+].Cl>CO>[CH2:1]([O:8][C:9]([NH:11][C@H:12]1[CH2:17][CH2:16][N:15]([C:18]2[CH:19]=[C:20]([CH:25]=[CH:26][CH:27]=2)[C:21]([OH:23])=[O:22])[CH2:14][C@H:13]1[O:28][CH3:29])=[O:10])[C:2]1[CH:7]=[CH:6][CH:5]=[CH:4][CH:3]=1 |f:1.2|. Reported procedure: Methyl cis(±)-3-(4-{[(benzyloxy)carbonyl]amino}-3-methoxypiperidin-1-yl)benzoate obtained in Example (42a) (250 mg, 0.63 mmol) was dissolved in methanol (5 mL). A 1 N aqueous sodium hydroxide solution (4 mL) was added, and the mixture was stirred at 70° C. for one hour. The reaction solution was neutralized with 1 N hydrochloric acid, followed by extraction with ethyl acetate. Then, the organic layer was washed with brine, dried over anhydrous sodium sulfate and concentrated under reduced pressu... Reactants: [C-]1(C=CC=C1)CN.[CH-]1C=CC=C1.[Fe+2] (Ferrocene Methylamine), SCCCCCCCCCCC(=O)O (11-mercaptoundecanoic acid), C1(CCCCC1)N=C=NC1CCCCC1 (N,N′-dicyclohexylcarbodiimide), ON1N=NC2=C1C=CC=C2 (1-hydroxybenzotriazole). Run in CC(=O)C (acetone). Run at time 18 hour. The product is [C-]1(C=CC=C1)CNC(CCCCCCCCCCS)=O.[CH-]1C=CC=C1.[Fe+2] (11-Mercaptoundecanoic acid ferrocenylmethyl-amide). Isolated yield 85.2%. As a reaction SMILES: [C-:1]1([CH2:6][NH2:7])[CH:5]=[CH:4][CH:3]=[CH:2]1.[CH-:8]1[CH:12]=[CH:11][CH:10]=[CH:9]1.[Fe+2:13].C1(N=C=NC2CCCCC2)CCCCC1.ON1C2C=CC=CC=2N=N1.[SH:39][CH2:40][CH2:41][CH2:42][CH2:43][CH2:44][CH2:45][CH2:46][CH2:47][CH2:48][CH2:49][C:50](O)=[O:51]>CC(C)=O>[C-:1]1([CH2:6][NH:7][C:50](=[O:51])[CH2:49][CH2:48][CH2:47][CH2:46][CH2:45][CH2:44][CH2:43][CH2:42][CH2:41][CH2:40][SH:39])[CH:5]=[CH:4][CH:3]=[CH:2]1.[CH-:8]1[CH:12]=[CH:11][CH:10]=[CH:9]1.[Fe+2:13] |f:0.1.2,7.8.9|. Procedure details: Compound 4 (0.175 g, 0.81 mmol), N,N′-dicyclohexylcarbodiimide (0.169 g, 0.82 mmol), 1-hydroxybenzotriazole (0.126 g, 0.82 mmol), and 11-mercaptoundecanoic acid (0.179 g, 0.82 mmol) were combined in degassed acetone (12 mL). The solution was stirred at r.t. for 18 h under an atmosphere of Ar. The reaction mixture was concentrated in vacuo and dissolved in dichloromethane (100 mL). After washing with water (3×50 mL), the organic phase was dried over Na2SO4, filtered, and concentrated to a crude r... The reactants are C(C)(C)(C)C=1N=C(C=2C(N1)=NN(N2)CC)N2CC(CC2)(F)F (5-tert-Butyl-7-(3,3-difluoro-pyrrolidin-1-yl)-2-ethyl-2H-[1,2,3]triazolo[4,5-d]pyrimidine), C(C)(C)(C)C=1N=C(C2=C(N1)NN=N2)N2CC(CC2)(F)F (5-tert-butyl-7-(3,3-difluoropyrrolidin-1-yl)-3H-[1,2,3]triazolo[4,5-d]pyrimidine), BrCC1=CC=C(C=C1)Cl (1-(bromomethyl)-4-chlorobenzene). Yields the product C(C)(C)(C)C=1N=C(C=2C(N1)=NN(N2)CC2=CC=C(C=C2)Cl)N2CC(CC2)(F)F (5-tert-Butyl-2-(4-chloro-benzyl)-7-(3,3-difluoro-pyrrolidin-1-yl)-2H-[1,2,3]triazolo[4,5-d]pyrimidine), solid. Isolated yield 31.0%. RXN SMILES: [C:1]([C:5]1[N:6]=[C:7]([N:16]2[CH2:20][CH2:19][C:18]([F:22])([F:21])[CH2:17]2)[C:8]2[C:9](=[N:11][N:12]([CH2:14][CH3:15])[N:13]=2)[N:10]=1)([CH3:4])([CH3:3])[CH3:2].C(C1N=C(N2CCC(F)(F)C2)C2N=NNC=2N=1)(C)(C)C.BrCC1[CH:50]=[CH:49][C:48]([Cl:51])=[CH:47][CH:46]=1>>[C:1]([C:5]1[N:6]=[C:7]([N:16]2[CH2:20][CH2:19][C:18]([F:21])([F:22])[CH2:17]2)[C:8]2[C:9](=[N:11][N:12]([CH2:14][C:15]3[CH:50]=[CH:49][C:48]([Cl:51])=[CH:47][CH:46]=3)[N:13]=2)[N:10]=1)([CH3:2])([CH3:3])[CH3:4]. Reported procedure: In analogy to the procedure described for the synthesis of 5-tert-butyl-7-(3,3-difluoro-pyrrolidin-1-yl)-2-ethyl-2H-[1,2,3]triazolo[4,5-d]pyrimidine (example 3, step b), the title compound was prepared from 5-tert-butyl-7-(3,3-difluoropyrrolidin-1-yl)-3H-[1,2,3]triazolo[4,5-d]pyrimidine and 1-(bromomethyl)-4-chlorobenzene and isolated as white solid (5.1 mg, 31%). MS (m/e): 407.4 (MH+). Yield: 60.9%. Product: FC1=C(OCC(=O)OCC)C(=CC(=C1)CO)OC (Ethyl 2-(2 fluoro-4-(hydroxymethyl)-6-methoxyphenoxy)acetate). Solvent: O (water), C1CCOC1 (THF). Reaction SMILES: [F:1][C:2]1[CH:14]=[C:13]([CH:15]=[O:16])[CH:12]=[C:11]([O:17][CH3:18])[C:3]=1[O:4][CH2:5][C:6]([O:8][CH2:9][CH3:10])=[O:7].[BH4-].[Na+]>C1COCC1.O>[F:1][C:2]1[CH:14]=[C:13]([CH2:15][OH:16])[CH:12]=[C:11]([O:17][CH3:18])[C:3]=1[O:4][CH2:5][C:6]([O:8][CH2:9][CH3:10])=[O:7] |f:1.2|. Reported procedure: The compound was prepared according to general procedure F with Ethyl 2-(2-fluoro-4-formyl-6-methoxyphenoxy)acetate (1.4 mmol) in THF (20 ml) and water (20 ml) and NaBH4 (1.4 mmol). 220 mg of compound were obtained. This compound was used without further purification. 1H NMR (250 MHz, CDCl3): δ 1.33 (t, J=7.1 Hz, 3H), 3.90 (s, 3H), 4.28 (q, J=7.1 Hz, 2H), 4.65 (s, 2H), 4.71 (s, 2H) 6.95 (s, 1H), 6.76 (m, 2H). MS (ESI): m/z 538.8 [2M+Na]+ The reactants are FC1=C(OCC(=O)OCC)C(=CC(=C1)C=O)OC (Ethyl 2-(2-fluoro-4-formyl-6-methoxyphenoxy)acetate), [BH4-].[Na+] (NaBH4).